Dataset: the Open Reaction Database (ORD), a public repository of structured organic reaction records. Task: describe an organic reaction: reactants, conditions, products, and yield Starting materials: CCc1ccccc1, Cc1cc(OCC2CN(C)c3ccccc3O2)cc(C)c1C(=O)Nc1cc(C(C)C(=O)[O-])ccc1C(F)(F)F, CI, CCCCCCC, CCOC(C)=O, CC(C)[N-]C(C)C, [Li+], C1CCOC1, C1CCOC1. Product: COC(=O)C(C)c1ccc(C(F)(F)F)c(NC(=O)c2c(C)cc(OCC3CN(C)c4ccccc4O3)cc2C)c1. As a reaction SMILES: [CH2:55]([c:56]1[cH:57][cH:58][cH:59][cH:60][cH:61]1)[CH3:62].[CH3:1][CH:2]([C:3](=[O:4])[O-:5])[c:6]1[cH:7][c:8]([NH:16][C:17]([c:18]2[c:19]([CH3:38])[cH:20][c:21]([O:25][CH2:26][CH:27]3[O:28][c:29]4[c:30]([cH:34][cH:35][cH:36][cH:37]4)[N:31]([CH3:33])[CH2:32]3)[cH:22][c:23]2[CH3:24])=[O:39])[c:9]([C:12]([F:13])([F:14])[F:15])[cH:10][cH:11]1.[CH3:53][I:54].[CH3:68][CH2:69][CH2:70][CH2:71][CH2:72][CH2:73][CH3:74].[CH3:75][CH2:76][O:77][C:78](=[O:79])[CH3:80].[CH:45]([N-:46][CH:47]([CH3:48])[CH3:49])([CH3:50])[CH3:51].[Li+:52].[O:40]1[CH2:41][CH2:44][CH2:43][CH2:42]1.[O:63]1[CH2:64][CH2:65][CH2:66][CH2:67]1>>[CH3:1][CH:2]([C:3](=[O:4])[O:5][CH3:41])[c:6]1[cH:7][c:8]([NH:16][C:17]([c:18]2[c:19]([CH3:38])[cH:20][c:21]([O:25][CH2:26][CH:27]3[O:28][c:29]4[c:30]([cH:34][cH:35][cH:36][cH:37]4)[N:31]([CH3:33])[CH2:32]3)[cH:22][c:23]2[CH3:24])=[O:39])[c:9]([C:12]([F:13])([F:14])[F:15])[cH:10][cH:11]1. Reactants: O=C([O-])[O-], OB(O)c1cncc(OCc2ccccc2)c1, ClCCl, [Cs+], [Cs+], O=S(=O)(Oc1cccc2[nH]c3ccccc3c12)C(F)(F)F, C1COCCO1, O. Product: c1ccc(COc2cncc(-c3cccc4[nH]c5ccccc5c34)c2)cc1. Reaction SMILES: [C:18](=[O:19])([O-:20])[O-:21].[CH2:1]([c:2]1[cH:3][cH:4][cH:5][cH:6][cH:7]1)[O:8][c:9]1[cH:10][c:11]([B:15]([OH:16])[OH:17])[cH:12][n:13][cH:14]1.[Cl:24][CH2:25][Cl:26].[Cs+:22].[Cs+:23].[F:27][C:28]([F:29])([F:30])[S:31]([O:32][c:33]1[cH:34][cH:35][cH:36][c:37]2[nH:38][c:39]3[cH:40][cH:41][cH:42][cH:43][c:44]3[c:45]12)(=[O:46])=[O:47].[O:48]1[CH2:49][CH2:50][O:51][CH2:52][CH2:53]1.[OH2:54]>>[CH2:1]([c:2]1[cH:3][cH:4][cH:5][cH:6][cH:7]1)[O:8][c:9]1[cH:10][c:11](-[c:33]2[cH:34][cH:35][cH:36][c:37]3[nH:38][c:39]4[cH:40][cH:41][cH:42][cH:43][c:44]4[c:45]23)[cH:12][n:13][cH:14]1. The reactants are FC1=C(OC=2C(=CC3=C(C(C=CO3)=O)C2)NS(=O)(=O)C)C=CC(=C1)F (6-(2,4-difluorophenoxy)-7-methylsulfonylamino-4H-1-benzopyran-4-one). The reagents and catalysts are [C].[Pd] (palladium-carbon). The solvent is C(C)(=O)O (acetic acid). Product: FC1=C(OC=2C(=CC3=C(C(CCO3)=O)C2)NS(=O)(=O)C)C=CC(=C1)F (6-(2,4-difluorophenoxy)-2,3-dihydro-7-methylsulfonylamino-4H-1-benzopyran-4-one). Isolated yield 85.6%. Reaction SMILES: [F:1][C:2]1[CH:24]=[C:23]([F:25])[CH:22]=[CH:21][C:3]=1[O:4][C:5]1[C:6]([NH:16][S:17]([CH3:20])(=[O:19])=[O:18])=[CH:7][C:8]2[O:13][CH:12]=[CH:11][C:10](=[O:14])[C:9]=2[CH:15]=1>C(O)(=O)C.[C].[Pd]>[F:1][C:2]1[CH:24]=[C:23]([F:25])[CH:22]=[CH:21][C:3]=1[O:4][C:5]1[C:6]([NH:16][S:17]([CH3:20])(=[O:19])=[O:18])=[CH:7][C:8]2[O:13][CH2:12][CH2:11][C:10](=[O:14])[C:9]=2[CH:15]=1 |f:2.3|. Reported procedure: 3.67 g of 6-(2,4-difluorophenoxy)-7-methylsulfonylamino-4H-1-benzopyran-4-one was suspended in 60 ml of acetic acid. Thereto was added 400 mg of 5% palladium-carbon. The mixture was subjected to hydrogenation at 40°-50° C. at atmospheric pressure. After the completion of the reaction, the catalyst was removed by filtration. The filtrate was concentrated. The resulting crystal was recrystallized from ethanol to obtain 3.16 g (yield: 85.6%) of 6-(2,4-difluorophenoxy)-2,3-dihydro-7-methylsulfonylam... Starting materials: [OH-].[K+] (potassium hydroxide), CI (Methyl iodide), NCCCCCCCCCCS(=O)(=O)O (10-aminodecanesulfonic acid), C(=S)=S (carbon disulfide). Run in C(C)O (ethanol), O (water), C(C)O (ethanol). Conditions: time 12 hour. Yields the product S(=O)(=O)(O)CCCCCCCCCCNC(SC)=S (methyl 10-sulfodecyldithiocarbamate). RXN SMILES: [OH-].[K+].[NH2:3][CH2:4][CH2:5][CH2:6][CH2:7][CH2:8][CH2:9][CH2:10][CH2:11][CH2:12][CH2:13][S:14]([OH:17])(=[O:16])=[O:15].[C:18](=[S:20])=[S:19].[CH3:21]I>C(O)C.O>[S:14]([CH2:13][CH2:12][CH2:11][CH2:10][CH2:9][CH2:8][CH2:7][CH2:6][CH2:5][CH2:4][NH:3][C:18](=[S:20])[S:19][CH3:21])([OH:17])(=[O:15])=[O:16] |f:0.1|. Procedure: A suspension of 56 g. (1.0 mol.) of potassium hydroxide and 118.7 g. (0.5 mol.) of 10-aminodecanesulfonic acid in 170 ml. of water is stirred for 30 minutes at 25°, then 40 g. (0.52 mol.) of carbon disulfide and 80 ml. of ethanol are added and the reaction mixture is stirred at 25° for 12 hours. The mixture is refluxed gently for two hours and cooled. Methyl iodide (71 g., 0.3 mol.) and 130 ml. of ethanol are added to the mixture and it is stirred at 25° for 12 hours. The mixture is evaporated t... Reactants: NC1=C(C(=NO1)C1=CC(=CC=C1)F)C(=O)O (5-amino-3-(3-fluorophenyl)isoxazol-4-carboxylic acid), Cl.C(C)N=C=NCCCN(C)C (1-ethyl-3-(dimethylaminopropyl)carbodiimide hydrochloride), FC1=CC=C(C=C1)N1CCNCC1 (1-(4-fluorophenyl)piperazine). The solvent is ClCCl (dichloromethane). Yields the product NC1=C(C(=NO1)C1=CC(=CC=C1)F)C(=O)N1CCN(CC1)C1=CC=C(C=C1)F ((5-amino-3-(3-fluorophenyl)isoxazol-4-yl)(4-(4-fluorophenyl)piperazine-1-yl)methanone). The yield is 81.5%. As a reaction SMILES: [NH2:1][C:2]1[O:6][N:5]=[C:4]([C:7]2[CH:12]=[CH:11][CH:10]=[C:9]([F:13])[CH:8]=2)[C:3]=1[C:14]([OH:16])=O.Cl.C(N=C=NCCCN(C)C)C.[F:29][C:30]1[CH:35]=[CH:34][C:33]([N:36]2[CH2:41][CH2:40][NH:39][CH2:38][CH2:37]2)=[CH:32][CH:31]=1>ClCCl>[NH2:1][C:2]1[O:6][N:5]=[C:4]([C:7]2[CH:12]=[CH:11][CH:10]=[C:9]([F:13])[CH:8]=2)[C:3]=1[C:14]([N:39]1[CH2:38][CH2:37][N:36]([C:33]2[CH:32]=[CH:31][C:30]([F:29])=[CH:35][CH:34]=2)[CH2:41][CH2:40]1)=[O:16] |f:1.2|. Reported procedure: In a similar manner as described in Example 1, by using dichloromethane (30 mL), 5-amino-3-(3-fluorophenyl)isoxazol-4-carboxylic acid (409 mg, 1.84 mmol), 1-ethyl-3-(dimethylaminopropyl)carbodiimide hydrochloride (388 mg, 2.02 mmol) and 1-(4-fluorophenyl)piperazine (332 mg, 1.84 mmol), a white solid required compound (576 mg, 1.50 mmol, 81%) was obtained. The reactants are CCCOc1ccccc1-c1nc2nc(SC)ncc2c(=O)[nH]1, CNC, Cl, [Na+], [OH-]. RXN SMILES: [CH3:1][S:2][c:3]1[n:4][cH:5][c:6]2[c:7]([n:8]1)[n:9][c:10](-[c:14]1[c:15]([O:20][CH2:21][CH2:22][CH3:23])[cH:16][cH:17][cH:18][cH:19]1)[nH:11][c:12]2=[O:13].[CH3:24][NH:25][CH3:26].[ClH:27].[Na+:29].[OH-:28]>>[c:3]1([N:25]([CH3:24])[CH3:26])[n:4][cH:5][c:6]2[c:7]([n:8]1)[n:9][c:10](-[c:14]1[c:15]([O:20][CH2:21][CH2:22][CH3:23])[cH:16][cH:17][cH:18][cH:19]1)[nH:11][c:12]2=[O:13]. Yields the product CCCOc1ccccc1-c1nc2nc(N(C)C)ncc2c(=O)[nH]1.